This data is from the Open Reaction Database (ORD), a public repository of structured organic reaction records. The task is: describe an organic reaction: reactants, conditions, products, and yield Reaction SMILES: [CH:15](=[O:16])[OH:17].[Cl:1][c:2]1[c:3]([NH:9][C:10](=[N:11][NH2:12])[NH2:13])[c:4]([Cl:8])[cH:5][cH:6][cH:7]1.[ClH:14]>>[Cl:1][c:2]1[c:3]([NH:9][C:10](=[N:11][NH:12][CH:15]=[O:16])[NH2:13])[c:4]([Cl:8])[cH:5][cH:6][cH:7]1.[ClH:14]. Yields the product NC(=NNC=O)Nc1c(Cl)cccc1Cl, Cl. Starting materials: O=CO, NN=C(N)Nc1c(Cl)cccc1Cl, Cl. Reactants: C(C1=CC=C(C(=O)OC)C=C1)(=O)OC (Dimethyl terephthalate), C(C1=CC(C(=O)OC)=CC=C1)(=O)OC (dimethyl isophthalate), OC1=CC=C(C=C1)C(C)(C)C1=CC=C(C=C1)O.C1CO1 (bisphenol A ethylene oxide). Reagents/catalysts: C(C)(=O)[O-].[Mn+2].C(C)(=O)[O-] (manganese acetate). The solvent is C(CO)O (ethylene glycol). Conditions: time 4 hour. The product is OC1=CC=C(C=C1)C(C)(C)C1=CC=C(C=C1)O (bisphenol A). Reaction SMILES: C(OC)(=O)C1C=CC(C(OC)=O)=CC=1.C(OC)(=O)C1C=CC=C(C(OC)=O)C=1.[OH:29][C:30]1[CH:35]=[CH:34][C:33]([C:36]([C:39]2[CH:44]=[CH:43][C:42]([OH:45])=[CH:41][CH:40]=2)([CH3:38])[CH3:37])=[CH:32][CH:31]=1.C1OC1>C([O-])(=O)C.[Mn+2].C([O-])(=O)C.C(O)CO>[OH:29][C:30]1[CH:31]=[CH:32][C:33]([C:36]([C:39]2[CH:40]=[CH:41][C:42]([OH:45])=[CH:43][CH:44]=2)([CH3:38])[CH3:37])=[CH:34][CH:35]=1 |f:2.3,4.5.6|. Procedure details: Dimethyl terephthalate, dimethyl isophthalate, ethylene glycol, bisphenol A-ethylene oxide (2 mols) adduct, and manganese acetate were deposit into a reactor installed with a heater, a stirrer, a rectification column, a pressure-reducing device and a thermometer, as in Table 17, and gradually heated in a nitrogen atmosphere up to a temperature falling between 160 and 220° C. over a period of about 4 hours to effect interesterification, while removing ethanol through distillation. Then, this was ... The reactants are CN(C)CC1(c2ccc(O)cc2)CCOCC1, NC(=O)C1CCN(CCCCl)CC1, [K+], [K+], O=C([O-])[O-], CN(C)C=O. The product is CN(C)CC1(c2ccc(OCCCN3CCC(C(N)=O)CC3)cc2)CCOCC1. As a reaction SMILES: [CH3:1][N:2]([CH3:3])[CH2:4][C:5]1([c:11]2[cH:12][cH:13][c:14]([OH:17])[cH:15][cH:16]2)[CH2:6][CH2:7][O:8][CH2:9][CH2:10]1.[Cl:18][CH2:19][CH2:20][CH2:21][N:22]1[CH2:23][CH2:24][CH:25]([C:28](=[O:29])[NH2:30])[CH2:26][CH2:27]1.[K+:31].[K+:32].[O-:33][C:34]([O-:35])=[O:36].[O:37]=[CH:38][N:39]([CH3:40])[CH3:41]>>[CH3:1][N:2]([CH3:3])[CH2:4][C:5]1([c:11]2[cH:12][cH:13][c:14]([O:17][CH2:19][CH2:20][CH2:21][N:22]3[CH2:23][CH2:24][CH:25]([C:28](=[O:29])[NH2:30])[CH2:26][CH2:27]3)[cH:15][cH:16]2)[CH2:6][CH2:7][O:8][CH2:9][CH2:10]1.